Dataset: the Open Reaction Database (ORD), a public repository of structured organic reaction records. Task: describe an organic reaction: reactants, conditions, products, and yield Starting materials: C(C1=CC=CC=C1)OC1=CC=C(C=C1)C1=NC(=CC=C1C1=CC=C(C=C1)OC)C (2-(4-benzyloxyphenyl)-3-(4-methoxyphenyl)-6-methylpyridine), C(=O)[O-].[NH4+] (ammonium formate), CO.C(Cl)(Cl)Cl (MeOH CHCl3). Reagents/catalysts: [Pd] (Pd), [Pd] (Pd). Run in CCO (EtOH). The product is OC1=CC=C(C=C1)C1=NC(=CC=C1C1=CC=C(C=C1)OC)C (2-(4-Hydroxyphenyl)-3-(4-methoxyphenyl)-6-methylpyridine). Yield: 8905.6%. Reaction SMILES: C([O:8][C:9]1[CH:14]=[CH:13][C:12]([C:15]2[C:20]([C:21]3[CH:26]=[CH:25][C:24]([O:27][CH3:28])=[CH:23][CH:22]=3)=[CH:19][CH:18]=[C:17]([CH3:29])[N:16]=2)=[CH:11][CH:10]=1)C1C=CC=CC=1.C([O-])=O.[NH4+].CO.C(Cl)(Cl)Cl>CCO.[Pd]>[OH:8][C:9]1[CH:10]=[CH:11][C:12]([C:15]2[C:20]([C:21]3[CH:26]=[CH:25][C:24]([O:27][CH3:28])=[CH:23][CH:22]=3)=[CH:19][CH:18]=[C:17]([CH3:29])[N:16]=2)=[CH:13][CH:14]=1 |f:1.2,3.4|. Reported procedure: The 2-(4-benzyloxyphenyl)-3-(4-methoxyphenyl)-6-methylpyridine (14 g, .37 mmol) and ammonium formate (3.5 g, 55 mmol) were stirred in 1 L of EtOH, then 5% Pd/ C (5.8 g, 3 mmol Pd) was added and the reaction mixture warmed to 50°-55° C. The reaction mixture was stirred at 55° C. for 1 h at which time the TLC (MeOH/ CHCl3, 1:9) indicated the starting material was consumed. After cooling, the reaction mixture was filtered, concentrated, and the residue triturated with Et2O to give 9.6 g (90% yield)... Reactants: NC1=NC=CC=C1F (2-Amino-3-fluoropyridine), ClCC(=O)Cl (chloroacetylchloride). The solvent is ClCCCl (DCE). Reaction conditions: temperature 80 celsius. Product: ClCC(=O)NC1=NC=CC=C1F (2-Chloro-N-(3-fluoro-pyridin-2-yl)-acetamide). Reaction SMILES: [NH2:1][C:2]1[C:7]([F:8])=[CH:6][CH:5]=[CH:4][N:3]=1.[Cl:9][CH2:10][C:11](Cl)=[O:12]>ClCCCl>[Cl:9][CH2:10][C:11]([NH:1][C:2]1[C:7]([F:8])=[CH:6][CH:5]=[CH:4][N:3]=1)=[O:12]. Procedure: 2-Amino-3-fluoropyridine (1.5 g) was dissolved in DCE (15 mL) and chloroacetylchloride (1.1 mL) was added dropwise. The reaction was heated in a microwave at 80° C. for 5 mins. The reaction mixture was cooled and the resulting solid was filtered off, washed with DCE, MeCN and pentane then suspended in dichloromethane and aqueous NaHCO3 (sat) was added. The organic phase was separated and the aqueous layer was extracted with dichloromethane (×2). The combined organic layers were dried over sodium... Starting materials: ClC1=C(OCCCOC2=CC=C3CCC(OC3=C2)C(=O)OCC)C=CC(=C1)OC1=CC=CC=C1 (ethyl 7-(3-(2-chloro-4-phenoxyphenoxy)propoxy)-chromane-2-carboxylate), IC (iodomethane). Product: ClC1=C(OCCCOC2=CC=C3CCC(OC3=C2)(C(=O)OCC)C)C=CC(=C1)OC1=CC=CC=C1 (Ethyl 7-(3-(2-chloro-4-phenoxyphenoxy)propoxy)-2-methylchromane-2-carboxylate). Reaction SMILES: [Cl:1][C:2]1[CH:27]=[C:26]([O:28][C:29]2[CH:34]=[CH:33][CH:32]=[CH:31][CH:30]=2)[CH:25]=[CH:24][C:3]=1[O:4][CH2:5][CH2:6][CH2:7][O:8][C:9]1[CH:18]=[C:17]2[C:12]([CH2:13][CH2:14][CH:15]([C:19]([O:21][CH2:22][CH3:23])=[O:20])[O:16]2)=[CH:11][CH:10]=1.I[CH3:36]>>[Cl:1][C:2]1[CH:27]=[C:26]([O:28][C:29]2[CH:30]=[CH:31][CH:32]=[CH:33][CH:34]=2)[CH:25]=[CH:24][C:3]=1[O:4][CH2:5][CH2:6][CH2:7][O:8][C:9]1[CH:18]=[C:17]2[C:12]([CH2:13][CH2:14][C:15]([CH3:36])([C:19]([O:21][CH2:22][CH3:23])=[O:20])[O:16]2)=[CH:11][CH:10]=1. Procedure: The title compound was prepared following the procedure described in Example 2 employing ethyl 7-(3-(2-chloro-4-phenoxyphenoxy)propoxy)-chromane-2-carboxylate (Example 17) instead of ethyl 7-(3-(2-propyl-4-phenoxyphenoxy)propoxy)-chromane-2-carboxylate, and iodomethane instead of iodopropane. The reactants are C1COCCN1, CCO, CS(=O)(=O)OCCc1cccc(N2C(=O)N(c3ccc(Cl)cc3Cl)Cc3cnc(Nc4ccccc4)nc32)c1. Product: O=C1N(c2ccc(Cl)cc2Cl)Cc2cnc(Nc3ccccc3)nc2N1c1cccc(CCN2CCOCC2)c1. As a reaction SMILES: [CH2:40]1[CH2:41][O:42][CH2:43][CH2:44][NH:45]1.[CH3:46][CH2:47][OH:48].[NH:1]([c:2]1[cH:3][cH:4][cH:5][cH:6][cH:7]1)[c:8]1[n:9][cH:10][c:11]2[c:12]([n:13]1)[N:14]([c:27]1[cH:28][c:29]([CH2:33][CH2:34][O:35][S:36]([CH3:37])(=[O:38])=[O:39])[cH:30][cH:31][cH:32]1)[C:15](=[O:26])[N:16]([c:18]1[c:19]([Cl:25])[cH:20][c:21]([Cl:24])[cH:22][cH:23]1)[CH2:17]2>>[NH:1]([c:2]1[cH:3][cH:4][cH:5][cH:6][cH:7]1)[c:8]1[n:9][cH:10][c:11]2[c:12]([n:13]1)[N:14]([c:27]1[cH:28][c:29]([CH2:33][CH2:34][N:45]3[CH2:40][CH2:41][O:42][CH2:43][CH2:44]3)[cH:30][cH:31][cH:32]1)[C:15](=[O:26])[N:16]([c:18]1[c:19]([Cl:25])[cH:20][c:21]([Cl:24])[cH:22][cH:23]1)[CH2:17]2. The reactants are BrC=1C=C(C=NC1)S(=O)(=O)Cl (5-bromo-3-pyridinesulfonyl chloride), C(C)(C)N(CC)C(C)C (diisopropylethylamine), O (water), FC1=CC=C(CN)C=C1 (4-fluorobenzylamine). The solvent is ClCCl (dichloromethane), ClCCl (dichloromethane). Run at time 15 minute. Product: FC1=CC=C(CNS(=O)(=O)C=2C=NC=C(C2)Br)C=C1 (5-bromo-pyridine-3-sulfonic acid 4-fluoro-benzylamide). As a reaction SMILES: [Br:1][C:2]1[CH:3]=[C:4]([S:8](Cl)(=[O:10])=[O:9])[CH:5]=[N:6][CH:7]=1.C(N(C(C)C)CC)(C)C.[F:21][C:22]1[CH:29]=[CH:28][C:25]([CH2:26][NH2:27])=[CH:24][CH:23]=1.O>ClCCl>[F:21][C:22]1[CH:29]=[CH:28][C:25]([CH2:26][NH:27][S:8]([C:4]2[CH:5]=[N:6][CH:7]=[C:2]([Br:1])[CH:3]=2)(=[O:10])=[O:9])=[CH:24][CH:23]=1. Reported procedure: To a solution of 5-bromo-3-pyridinesulfonyl chloride (CAS#65001-21-0, 256 mg, 1.0 mmol) in dichloromethane (8 mL) at 0° C. was added diisopropylethylamine (0.350 mL, 2.0 mmol) followed by 4-fluorobenzylamine (CAS#140-75-0, 0.11 mL, 0.95 mmol). The reaction was put at room temperature and stirred for 15 minutes. The reaction was then poured into water and diluted with dichloromethane. The layers were separated and the aqueous layer was extracted two additional times with dichloromethane. The orga... Starting materials: C(C)N1CC2=C(NC=3C=CC=CC23)CC1 (2-ethyl-2,3,4,5-tetrahydro-1H-pyrido[4,3-b]indole), C=CC1=CC=CC=C1 (styrene), [H-].[Na+] (NaH). The solvent is CN(C)C=O (DMF). Product: C(C)N1CC2=C(N(C=3C=CC=CC23)CCC2=CC=CC=C2)CC1 (2-ethyl-2,3,4,5-tetrahydro-5-phenethyl-1H-pyrido[4,3-b]indole). Yield: 9.9%. As a reaction SMILES: [CH2:1]([N:3]1[CH2:15][CH2:14][C:6]2[NH:7][C:8]3[CH:9]=[CH:10][CH:11]=[CH:12][C:13]=3[C:5]=2[CH2:4]1)[CH3:2].[CH2:16]=[CH:17][C:18]1[CH:23]=[CH:22][CH:21]=[CH:20][CH:19]=1.[H-].[Na+]>CN(C=O)C>[CH2:1]([N:3]1[CH2:15][CH2:14][C:6]2[N:7]([CH2:16][CH2:17][C:18]3[CH:23]=[CH:22][CH:21]=[CH:20][CH:19]=3)[C:8]3[CH:9]=[CH:10][CH:11]=[CH:12][C:13]=3[C:5]=2[CH2:4]1)[CH3:2] |f:2.3|. Reported procedure: The title compound was prepared according to General Method 2. 2-Ethyl-2,3,4,5-tetrahydro-5-phenethyl-1H-pyrido[4,3-b]indole was prepared from 2-ethyl-2,3,4,5-tetrahydro-1H-pyrido[4,3-b]indole (See Example 5) (100 mg, 0.5 mmol), styrene (1 mL, 8.64 mmol) and NaH (200 mg, 5 mmol) in DMF (4 ml) at 150° C. for 16 h to obtain 15 mg of 2-ethyl-2,3,4,5-tetrahydro-5-phenethyl-1H-pyrido[4,3-b]indole after purification. Reactants: Cc1ccccc1, CCOC(C)=O, O=CO, Nc1cccc(C(=O)OC2CCN(Cc3ccccc3)CC2)c1. The product is O=CNc1cccc(C(=O)OC2CCN(Cc3ccccc3)CC2)c1. RXN SMILES: [CH3:27][c:28]1[cH:29][cH:30][cH:31][cH:32][cH:33]1.[CH3:34][CH2:35][O:36][C:37](=[O:38])[CH3:39].[CH:24](=[O:25])[OH:26].[NH2:1][c:2]1[cH:3][c:4]([C:5](=[O:6])[O:7][CH:8]2[CH2:9][CH2:10][N:11]([CH2:14][c:15]3[cH:16][cH:17][cH:18][cH:19][cH:20]3)[CH2:12][CH2:13]2)[cH:21][cH:22][cH:23]1>>[NH:1]([c:2]1[cH:3][c:4]([C:5](=[O:6])[O:7][CH:8]2[CH2:9][CH2:10][N:11]([CH2:14][c:15]3[cH:16][cH:17][cH:18][cH:19][cH:20]3)[CH2:12][CH2:13]2)[cH:21][cH:22][cH:23]1)[CH:24]=[O:25].